From a dataset of the Open Reaction Database (ORD), a public repository of structured organic reaction records. describe an organic reaction: reactants, conditions, products, and yield Reported procedure: A mixture of 7.0 g of 1-benzhydryl-4-(2-chloromethyl-2-propenyl)-piperazine (0.0205 mole) and 6.98 g of piperidine (0.082 mole) in 150 ml of absolute ethanol is heated until it has dissolved completely, and subjected to reflux for 3 hours. Then, it is conditioned to room temperature and the ethanol is removed by distillation. The resulting crude reaction product is treated with distilled water several times until a solid material is obtained which is then filtered and washed abundantly with wate... Reaction SMILES: [CH:1]([N:14]1[CH2:19][CH2:18][N:17]([CH2:20][C:21]([CH2:23]Cl)=[CH2:22])[CH2:16][CH2:15]1)([C:8]1[CH:13]=[CH:12][CH:11]=[CH:10][CH:9]=1)[C:2]1[CH:7]=[CH:6][CH:5]=[CH:4][CH:3]=1.[NH:25]1[CH2:30][CH2:29][CH2:28][CH2:27][CH2:26]1.O>C(O)C>[CH:1]([N:14]1[CH2:19][CH2:18][N:17]([CH2:20][C:21]([CH2:23][N:25]2[CH2:30][CH2:29][CH2:28][CH2:27][CH2:26]2)=[CH2:22])[CH2:16][CH2:15]1)([C:8]1[CH:13]=[CH:12][CH:11]=[CH:10][CH:9]=1)[C:2]1[CH:7]=[CH:6][CH:5]=[CH:4][CH:3]=1. Run in C(C)O (ethanol). Reactants: C(C1=CC=CC=C1)(C1=CC=CC=C1)N1CCN(CC1)CC(=C)CCl (1-benzhydryl-4-(2-chloromethyl-2-propenyl)-piperazine), N1CCCCC1 (piperidine), O (water). The product is C(C1=CC=CC=C1)(C1=CC=CC=C1)N1CCN(CC1)CC(=C)CN1CCCCC1 (1-Benzhydryl-4-(2-(1-piperidinylmethyl)-2-propenyl)piperazine). Starting materials: [BH4-], CO, [Na+], CC(C)(C)OC(=O)N1C(=O)C2CCC1C2. Yields the product CC(C)(C)OC(=O)NC1CCC(CO)C1. Reaction SMILES: [BH4-:16].[CH3:18][OH:19].[Na+:17].[O:1]=[C:2]1[N:3]([C:9](=[O:10])[O:11][C:12]([CH3:13])([CH3:14])[CH3:15])[CH:4]2[CH2:5][CH2:6][CH:7]1[CH2:8]2>>[OH:1][CH2:2][CH:7]1[CH2:6][CH2:5][CH:4]([NH:3][C:9](=[O:10])[O:11][C:12]([CH3:13])([CH3:14])[CH3:15])[CH2:8]1. The reactants are C(C)(C)(C)OC(=O)N1CC(N(CC1)C(=O)C=1N=C(SC1C1=CC=C(C=C1)F)C)CC(=O)OCC(=O)C1=CC=C(C=C1)F ((RS)-4-{1-[5(4-Fluorophenyl)-2-methylthiazol4-yl]-methanoyl}-3-[2-(4-fluoro-phenyl)-2-oxo-ethoxycarbonylmethyl]-piperazine-1-carboxylic acid tert-butyl ester), 111, C(N)(OC(C)(C)C)=O (tert-butyl carbamate). The reagents and catalysts are B(F)(F)F.CCOCC (boron trifluoride etherate). Solvent: C=1(C(=CC=CC1)C)C (xylene). Reaction conditions: temperature 140 celsius, time 48 hour. The product is C(C)(C)(C)OC(=O)N1CC(N(CC1)C(=O)C=1N=C(SC1C1=CC=C(C=C1)F)C)CC=1OC=C(N1)C1=CC=C(C=C1)F ((RS)-4-{1-[5-(4-Fluorophenyl)-2-methylthiazol-4-yl]-methanoyl}-3-[4-(4-fluoro-phenyl)-oxazol-2-ylmethyl]-piperazine-1-carboxylic acid tert-butyl ester). Reaction SMILES: [C:1]([O:5][C:6]([N:8]1[CH2:13][CH2:12][N:11]([C:14]([C:16]2[N:17]=[C:18]([CH3:28])[S:19][C:20]=2[C:21]2[CH:26]=[CH:25][C:24]([F:27])=[CH:23][CH:22]=2)=[O:15])[CH:10]([CH2:29][C:30]([O:32][CH2:33][C:34]([C:36]2[CH:41]=[CH:40][C:39]([F:42])=[CH:38][CH:37]=2)=O)=O)[CH2:9]1)=[O:7])([CH3:4])([CH3:3])[CH3:2].C(=O)(OC(C)(C)C)[NH2:44]>B(F)(F)F.CCOCC.C1(C)C(C)=CC=CC=1>[C:1]([O:5][C:6]([N:8]1[CH2:13][CH2:12][N:11]([C:14]([C:16]2[N:17]=[C:18]([CH3:28])[S:19][C:20]=2[C:21]2[CH:26]=[CH:25][C:24]([F:27])=[CH:23][CH:22]=2)=[O:15])[CH:10]([CH2:29][C:30]2[O:32][CH:33]=[C:34]([C:36]3[CH:37]=[CH:38][C:39]([F:42])=[CH:40][CH:41]=3)[N:44]=2)[CH2:9]1)=[O:7])([CH3:3])([CH3:2])[CH3:4] |f:2.3|. Reported procedure: (RS)-4-{1-[5(4-Fluorophenyl)-2-methylthiazol4-yl]-methanoyl}-3-[2-(4-fluoro-phenyl)-2-oxo-ethoxycarbonylmethyl]-piperazine-1-carboxylic acid tert-butyl ester, description 111 (0.385 g), tert-butyl carbamate (0.376 g) and boron trifluoride etherate (4 drops) were dissolved in xylene (5 ml) and heated to 140° C., under argon and with stirring for 48 hours. After cooling, the reaction mixture was partitioned between ethyl acetate and saturated sodium hydrogen carbonate solution. The organic layer w... Reactants: OC1=CC=C(C=C1)C=1CCC(NN1)=O (6-(4-hydroxyphenyl)-4,5-dihydro-3(2H)-pyridazinone), C(C=C)Br (allyl bromide), C([O-])([O-])=O.[K+].[K+] (potassium carbonate). The solvent is CC(=O)C (acetone), CC(=O)C (acetone). The product is C(C=C)OC1=CC=C(C=C1)C=1CCC(NN1)=O (6-(4-allyloxyphenyl)-4,5-dihydro-3(2H)-pyridazinone). Yield: 80.8%. RXN SMILES: [OH:1][C:2]1[CH:7]=[CH:6][C:5]([C:8]2[CH2:9][CH2:10][C:11](=[O:14])[NH:12][N:13]=2)=[CH:4][CH:3]=1.[CH2:15](Br)[CH:16]=[CH2:17].C(=O)([O-])[O-].[K+].[K+]>CC(C)=O>[CH2:17]([O:1][C:2]1[CH:7]=[CH:6][C:5]([C:8]2[CH2:9][CH2:10][C:11](=[O:14])[NH:12][N:13]=2)=[CH:4][CH:3]=1)[CH:16]=[CH2:15] |f:2.3.4|. Procedure: A stirred mixture of dry acetone (50 ml), 6-(4-hydroxyphenyl)-4,5-dihydro-3(2H)-pyridazinone (7 g, 0.037 mole), allyl bromide (3.2 ml, 0.037 mole) and potassium carbonate (5.1 g, 0.037 mole) was heated under reflux for 14 hours. The mixture was diluted with acetone and filtered hot. The inorganic residue was washed with warm acetone and the combined washings and filtrate were evaporated under reduced pressure. The residue was broken up with ether, collected and washed with ether to give 6-(4-all... Reactants: ClC=1C(=NC=C(C1)Cl)F (3,5-dichloro-2-fluoropyridine), ClC=1C=C(C(=O)OCC)C=CC1S(NCC=1C=C2C(=NC1)N(C=C2)C)(=O)=O (ethyl 3-chloro-4-(N-((1-methyl-1H-pyrrolo[2,3-b]pyridin-5-yl)methyl)sulfamoyl)benzoate). Yields the product ClC=1C=C(C(=O)OCC)C=CC1S(N(CC=1C=C2C(=NC1)N(C=C2)C)C2=NC=C(C=C2Cl)Cl)(=O)=O (Ethyl 3-chloro-4-(N-(3,5-dichloropyridin-2-yl)-N-((1-methyl-1H-pyrrolo[2,3-b]pyridin-5-yl)methyl)sulfamoyl)benzoate). RXN SMILES: [Cl:1][C:2]1[C:3](F)=[N:4][CH:5]=[C:6]([Cl:8])[CH:7]=1.[Cl:10][C:11]1[CH:12]=[C:13]([CH:19]=[CH:20][C:21]=1[S:22](=[O:36])(=[O:35])[NH:23][CH2:24][C:25]1[CH:26]=[C:27]2[CH:33]=[CH:32][N:31]([CH3:34])[C:28]2=[N:29][CH:30]=1)[C:14]([O:16][CH2:17][CH3:18])=[O:15]>>[Cl:10][C:11]1[CH:12]=[C:13]([CH:19]=[CH:20][C:21]=1[S:22](=[O:35])(=[O:36])[N:23]([C:3]1[C:2]([Cl:1])=[CH:7][C:6]([Cl:8])=[CH:5][N:4]=1)[CH2:24][C:25]1[CH:26]=[C:27]2[CH:33]=[CH:32][N:31]([CH3:34])[C:28]2=[N:29][CH:30]=1)[C:14]([O:16][CH2:17][CH3:18])=[O:15]. Procedure: The titled compound was prepared according to the procedure described in step-2 of Example 1 from 3,5-dichloro-2-fluoropyridine and ethyl 3-chloro-4-(N-((1-methyl-1H-pyrrolo[2,3-b]pyridin-5-yl)methyl)sulfamoyl)benzoate (step-2 of Example 35). The reactants are C(C1=CC=CC=C1)Br (benzyl bromide), C1(=CC=CC=C1)C=1N=CN(C1C1=CC=CC=C1)C (4,5-diphenyl-1-methylimidazole). Run in C1(=CC=CC=C1)C (toluene). Yields the product [Br-].C(C1=CC=CC=C1)N1C=[N+](C(=C1C1=CC=CC=C1)C1=CC=CC=C1)C (3-benzyl-4,5-diphenyl-1-methylimidazolium bromide). Reaction SMILES: [C:1]1([C:7]2[N:8]=[CH:9][N:10]([CH3:18])[C:11]=2[C:12]2[CH:17]=[CH:16][CH:15]=[CH:14][CH:13]=2)[CH:6]=[CH:5][CH:4]=[CH:3][CH:2]=1.[CH2:19]([Br:26])[C:20]1[CH:25]=[CH:24][CH:23]=[CH:22][CH:21]=1>C1(C)C=CC=CC=1>[Br-:26].[CH2:19]([N:8]1[C:7]([C:1]2[CH:6]=[CH:5][CH:4]=[CH:3][CH:2]=2)=[C:11]([C:12]2[CH:13]=[CH:14][CH:15]=[CH:16][CH:17]=2)[N+:10]([CH3:18])=[CH:9]1)[C:20]1[CH:25]=[CH:24][CH:23]=[CH:22][CH:21]=1 |f:3.4|. Procedure: In a 25 ml one-necked flask, there is dissolved 0.240 g (1.024 mmol) of 4,5-diphenyl-1-methylimidazole, which was obtained according to Zeitschrift fuer Naturforschung, B: Chemical Sciences (2003), 58(4), 305-310, in 10 ml of toluene and then 183 μl (1.536 mmol) of benzyl bromide are added. After 2 days of heating under reflux, the reaction medium is concentrated under reduced pressure. The residue is taken up in 50 ml of diisopropyl ether. The precipitate formed is drained, washed twice with 5 ... Reactants: [OH-].[K+] (potassium hydroxide), C1(=CC=CC=C1)NC1=CC=CC=C1 (diphenylamine), C([O-])([O-])=O.[K+].[K+] (potassium carbonate), [N+](=O)([O-])C1=CC=CC=C1 (nitrobenzene). The reagents and catalysts are [Cu] (copper). The solvent is O (water), C(CC(C)C)O (isoamyl alcohol). The product is C1(=CC=CC=C1)N(C1=CC=C(C=C1)C1=CC=C(NC2=CC=CC=C2)C=C1)C1=CC=CC=C1 (N,N,N'-triphenylbenzidine). Yield: 72.2%. As a reaction SMILES: [C:1]1([NH:7][C:8]2[CH:13]=[CH:12][CH:11]=[CH:10][CH:9]=2)[CH:6]=[CH:5][CH:4]=[CH:3][CH:2]=1.C(=O)([O-])[O-].[K+].[K+].[N+:20]([C:23]1[CH:28]=[CH:27][CH:26]=[CH:25][CH:24]=1)([O-])=O.[OH-].[K+]>C(O)CC(C)C.[Cu].O>[C:8]1([N:7]([C:8]2[CH:13]=[CH:12][CH:11]=[CH:10][CH:9]=2)[C:1]2[CH:2]=[CH:3][C:4]([C:26]3[CH:27]=[CH:28][C:23]([NH:20][C:1]4[CH:6]=[CH:5][CH:4]=[CH:3][CH:2]=4)=[CH:24][CH:25]=3)=[CH:5][CH:6]=2)[CH:9]=[CH:10][CH:11]=[CH:12][CH:13]=1 |f:1.2.3,5.6|. Procedure details: Subsequently, 13.2 g (0.032 mol) of N-(4'-iodo-4-biphenyl)acetanilide thus obtained, 6.60 g (0.039 mol) of diphenylamine, 5.53 g (0.040 mol) of anhydrous potassium carbonate, 0.45 g (0.007 mol) of copper powder, and 10 ml of nitrobenzene were mixed. The reaction mixture was then allowed to undergo reaction at a temperature of 200° to 212° C. for 15 hours. The reaction product was then extracted with 100 ml of toluene. The insoluble contents were then removed by filtration. The filtrate was then ...